From a dataset of the Open Reaction Database (ORD), a public repository of structured organic reaction records. describe an organic reaction: reactants, conditions, products, and yield As a reaction SMILES: [Cl:1][C:2]1[CH:48]=[CH:47][C:5]([CH2:6][N:7]2[C:15]3[C:10](=[CH:11][CH:12]=[CH:13][CH:14]=3)[C:9]([C:16]([C:18]3[N:19](COCC[Si](C)(C)C)[C:20]([S:29]([C:32]4[CH:37]=[CH:36][C:35]([CH3:38])=[CH:34][CH:33]=4)(=[O:31])=[O:30])=[C:21]([C:23]4[CH:28]=[CH:27][CH:26]=[CH:25][N:24]=4)[N:22]=3)=[O:17])=[CH:8]2)=[CH:4][CH:3]=1.Cl>C(O)C.Cl.CCOCC>[Cl:1][C:2]1[CH:3]=[CH:4][C:5]([CH2:6][N:7]2[C:15]3[C:10](=[CH:11][CH:12]=[CH:13][CH:14]=3)[C:9]([C:16]([C:18]3[NH:19][C:20]([S:29]([C:32]4[CH:33]=[CH:34][C:35]([CH3:38])=[CH:36][CH:37]=4)(=[O:30])=[O:31])=[C:21]([C:23]4[CH:28]=[CH:27][CH:26]=[CH:25][N:24]=4)[N:22]=3)=[O:17])=[CH:8]2)=[CH:47][CH:48]=1. Yield: 0.1%. The product is ClC1=CC=C(CN2C=C(C3=CC=CC=C23)C(=O)C=2NC(=C(N2)C2=NC=CC=C2)S(=O)(=O)C2=CC=C(C=C2)C)C=C1 ([1-(4-chloro-benzyl)-1H-indol-3-yl]-[4-pyridin-2-yl-5-(toluene-4-sulfonyl)-1H-imidazol-2-yl]-methanone). Run at time 18 hour. Starting materials: Cl (HCl), ClC1=CC=C(CN2C=C(C3=CC=CC=C23)C(=O)C=2N(C(=C(N2)C2=NC=CC=C2)S(=O)(=O)C2=CC=C(C=C2)C)COCC[Si](C)(C)C)C=C1 ([1-(4-chloro-benzyl)-1H-indol-3-yl]-[4-pyridin-2-yl-5-(toluene-4-sulfonyl)-1-(2-trimethylsilanyl-ethoxymethyl)-1H-imidazol-2-yl]-methanone). The reagents and catalysts are Cl (HCl). Procedure details: To a solution of [1-(4-chloro-benzyl)-1H-indol-3-yl]-[4-pyridin-2-yl-5-(toluene-4-sulfonyl)-1-(2-trimethylsilanyl-ethoxymethyl)-1H-imidazol-2-yl]-methanone (15 mg, 21.5 mmol) in Ethanol (1 mL) was added 5 drops of 2N HCl. The solution was stirred at room temperature for 18 hours. A solution of 1 M HCl in ether (0.5 mL) was then added and the reaction mixture was heated to 70° C. for 2 hours. The volatile components were then removed under reduced pressure. Flash silica gel chromatography (2:1 he... Solvent: CCOCC (ether), C(C)O (Ethanol). The reactants are [BH4-], CC(=O)c1ccc(NS(C)(=O)=O)c(Oc2ccc(F)cc2F)c1, CC(=O)O, CO, [Na+]. The product is CC(O)c1ccc(NS(C)(=O)=O)c(Oc2ccc(F)cc2F)c1. Reaction SMILES: [BH4-:1].[C:3]([CH3:4])(=[O:5])[c:6]1[cH:7][c:8]([O:17][c:18]2[c:19]([F:25])[cH:20][c:21]([F:24])[cH:22][cH:23]2)[c:9]([NH:10][S:11](=[O:12])(=[O:13])[CH3:14])[cH:15][cH:16]1.[CH3:26][C:27](=[O:28])[OH:29].[CH3:30][OH:31].[Na+:2]>>[CH:3]([CH3:4])([OH:5])[c:6]1[cH:7][c:8]([O:17][c:18]2[c:19]([F:25])[cH:20][c:21]([F:24])[cH:22][cH:23]2)[c:9]([NH:10][S:11](=[O:12])(=[O:13])[CH3:14])[cH:15][cH:16]1.